This data is from the Open Reaction Database (ORD), a public repository of structured organic reaction records. The task is: describe an organic reaction: reactants, conditions, products, and yield The reactants are NC(=S)N (thiourea), [O-]CC.[Na+] (sodium ethoxide), COC(C(C=CN(C)C)=O)OC (1,1-dimethoxy-4-dimethylaminobut-3-en-one). Solvent: C(C)O (ethanol), C(C)O (ethanol). Reaction conditions: temperature 80 celsius. The product is COC(C1=NC(=NC=C1)S)OC (4-dimethoxymethyl-pyrimidine-2-thiol). As a reaction SMILES: [NH2:1][C:2]([NH2:4])=[S:3].[O-]CC.[Na+].[CH3:9][O:10][CH:11]([O:19][CH3:20])[C:12](=O)[CH:13]=[CH:14]N(C)C>C(O)C>[CH3:9][O:10][CH:11]([O:19][CH3:20])[C:12]1[CH:13]=[CH:14][N:4]=[C:2]([SH:3])[N:1]=1 |f:1.2|. Procedure: A solution of thiourea (1.32 g, 17.3 mmol) and sodium ethoxide (21% wt in EtOH, 6.5 mL, 17.3 mmol) in ethanol (45 mL) was stirred at room temperature for 15 min, and then was added to a solution of 1,1-dimethoxy-4-dimethylaminobut-3-en-one (3.0 g, 17.3 mmol) in ethanol (20 mL). The reaction was heated to 80° C. for 16 h, and concentrated to dryness to yield 4-dimethoxymethyl-pyrimidine-2-thiol that was used crude in the methylation step. Methylation: To a solution of 4-dimethoxymethyl-pyrimidine... The reactants are C(#N)CC(C=CC(=O)OCC)(C1=CC=CC=C1)C1=CC=CC=C1 (ethyl 5-cyano-4,4-diphenyl-2-pentenoate). The reagents and catalysts are [Pd] (palladium-on-carbon). The solvent is C(C)O (ethanol). Yields the product C(#N)CC(CCC(=O)OCC)(C1=CC=CC=C1)C1=CC=CC=C1 (Ethyl 5-cyano-4,4-diphenylpentanoate). Isolated yield 85.2%. RXN SMILES: [C:1]([CH2:3][C:4]([C:18]1[CH:23]=[CH:22][CH:21]=[CH:20][CH:19]=1)([C:12]1[CH:17]=[CH:16][CH:15]=[CH:14][CH:13]=1)[CH:5]=[CH:6][C:7]([O:9][CH2:10][CH3:11])=[O:8])#[N:2]>C(O)C.[Pd]>[C:1]([CH2:3][C:4]([C:12]1[CH:17]=[CH:16][CH:15]=[CH:14][CH:13]=1)([C:18]1[CH:23]=[CH:22][CH:21]=[CH:20][CH:19]=1)[CH2:5][CH2:6][C:7]([O:9][CH2:10][CH3:11])=[O:8])#[N:2]. Procedure: To a solution of ethyl 5-cyano-4,4-diphenyl-2-pentenoate (0.7 g) in ethanol (20 ml) was added 10% palladium-on-carbon (0.24 g), and the mixture was subjected to catalytic hydrogenation at atmospheric pressure and temperature. The catalyst in the reaction mixture was filtered off and the filtrate was concentrated to dryness. The group was purified by silica gel column chromatography to provide the title compound (0.6 g) as colorless oil. Starting materials: CN(CCN)C (N,N-dimethylethylenediamine), COC1=C(C=CC=C1)C1=CC(=NC=N1)N (6-(2-methoxy-phenyl)-pyrimidin-4-ylamine), CCN(C(C)C)C(C)C (DIPEA), ClC(=O)OC1=CC=CC=C1 (phenyl chloroformate). Run in ClCCl (dichloromethane). Conditions: time 16 hour. Yields the product CN(CCNC(=O)NC1=NC=NC(=C1)C1=C(C=CC=C1)OC)C (1-(2-dimethylamino-ethyl)-3-[6-(2-methoxy-phenyl)-pyrimidin-4-yl]-urea). As a reaction SMILES: [CH3:1][O:2][C:3]1[CH:8]=[CH:7][CH:6]=[CH:5][C:4]=1[C:9]1[N:14]=[CH:13][N:12]=[C:11]([NH2:15])[CH:10]=1.CCN(C(C)C)C(C)C.Cl[C:26](OC1C=CC=CC=1)=[O:27].[CH3:35][N:36]([CH3:40])[CH2:37][CH2:38][NH2:39]>ClCCl>[CH3:35][N:36]([CH3:40])[CH2:37][CH2:38][NH:39][C:26]([NH:15][C:11]1[CH:10]=[C:9]([C:4]2[CH:5]=[CH:6][CH:7]=[CH:8][C:3]=2[O:2][CH3:1])[N:14]=[CH:13][N:12]=1)=[O:27]. Reported procedure: To a solution of 6-(2-methoxy-phenyl)-pyrimidin-4-ylamine (XXIV) (0.400 g, 1.98 mmol) and DIPEA (0.300 g, 2.38 mmol) in dry dichloromethane (10 ml) was added phenyl chloroformate (0.370 g, 1.98 mmol) dropwise at −78° C. The reaction mixture was then allowed to stir for 16 hours at room temperature. Dichloromethane was evaporated and the residue was dissolved in 1,4-dioxane (15 ml). N,N-dimethylethylenediamine (L) (0.160 g, 1.98 mmol) was added and the mixture was refluxed for 14 hours. The solve... The reactants are [Al+3], CCC(N1C=Cc2cc(OC)c(OC)cc2CC1=O)N(C)C(C)c1cccc2ccccc12, [H-], [H-], [H-], [H-], [Li+]. The product is CCC(N1C=Cc2cc(OC)c(OC)cc2CC1)N(C)C(C)c1cccc2ccccc12. As a reaction SMILES: [Al+3:35].[CH3:1][N:2]([CH:3]([CH3:4])[c:5]1[cH:6][cH:7][cH:8][c:9]2[cH:10][cH:11][cH:12][cH:13][c:14]12)[CH:15]([CH2:16][CH3:17])[N:18]1[CH:19]=[CH:20][c:21]2[c:22]([cH:26][c:27]([O:32][CH3:33])[c:28]([O:30][CH3:31])[cH:29]2)[CH2:23][C:24]1=[O:25].[H-:34].[H-:37].[H-:38].[H-:39].[Li+:36]>>[CH3:1][N:2]([CH:3]([CH3:4])[c:5]1[cH:6][cH:7][cH:8][c:9]2[cH:10][cH:11][cH:12][cH:13][c:14]12)[CH:15]([CH2:16][CH3:17])[N:18]1[CH:19]=[CH:20][c:21]2[c:22]([cH:26][c:27]([O:32][CH3:33])[c:28]([O:30][CH3:31])[cH:29]2)[CH2:23][CH2:24]1. Reactants: C(C1=CC=CC=C1)OC(=O)N[C@@H](CCCCN)C(=O)O (Nα -(Benzyloxycarbonyl)-L-lysine). Solvent: C(C)(=O)OC(C)(C)C (tert-butyl acetate), Cl(=O)(=O)(=O)O (perchloric acid). Conditions: time 2 day. The product is C(C)(C)(C)OC([C@@H](NC(=O)OCC1=CC=CC=C1)CCCCN)=O (Nα -(benzyloxycarbonyl)-L-lysine tert-butyl ester). Yield: 72.0%. RXN SMILES: [CH2:1]([O:8][C:9]([NH:11][C@H:12]([C:18]([OH:20])=[O:19])[CH2:13][CH2:14][CH2:15][CH2:16][NH2:17])=[O:10])[C:2]1[CH:7]=[CH:6][CH:5]=[CH:4][CH:3]=1>C(OC(C)(C)C)(=O)C.Cl(O)(=O)(=O)=O>[C:2]([O:19][C:18](=[O:20])[C@H:12]([CH2:13][CH2:14][CH2:15][CH2:16][NH2:17])[NH:11][C:9]([O:8][CH2:1][C:2]1[CH:3]=[CH:4][CH:5]=[CH:6][CH:7]=1)=[O:10])([CH3:7])([CH3:3])[CH3:1]. Procedure details: Nα -(Benzyloxycarbonyl)-L-lysine (5.0 gm, 17.84 mmol) was dissolved in 268 ml of tert-butyl acetate containing 2.80 ml of perchloric acid (69-72% aqueous solution). The solution was stirred for 2 days at room temperature and then was extracted with water (3×200 ml). The combined aqueous layers were adjusted to pH 10 with 50% sodium hydroxide. The aqueous solution was then extracted with ethyl acetate (3×200 ml) and the organic layers dried over MgSO4. After filtration to remove MgSO4, the solven... Starting materials: CN1CCNCC1, Cc1ccccc1, CC(C)=O, N#Cc1cnc2cc(Cl)c([N+](=O)[O-])cc2c1Nc1ccc(F)c(Cl)c1. Yields the product CN1CCN(c2cc3ncc(C#N)c(Nc4ccc(F)c(Cl)c4)c3cc2[N+](=O)[O-])CC1. Reaction SMILES: [CH3:26][N:27]1[CH2:28][CH2:29][NH:30][CH2:31][CH2:32]1.[CH3:33][c:34]1[cH:35][cH:36][cH:37][cH:38][cH:39]1.[CH3:40][C:41](=[O:42])[CH3:43].[Cl:1][c:2]1[cH:3][c:4]([NH:5][c:6]2[c:7]([C:20]#[N:21])[cH:8][n:9][c:10]3[cH:11][c:12]([Cl:19])[c:13]([N+:16](=[O:17])[O-:18])[cH:14][c:15]23)[cH:22][cH:23][c:24]1[F:25]>>[Cl:1][c:2]1[cH:3][c:4]([NH:5][c:6]2[c:7]([C:20]#[N:21])[cH:8][n:9][c:10]3[cH:11][c:12]([N:30]4[CH2:29][CH2:28][N:27]([CH3:26])[CH2:32][CH2:31]4)[c:13]([N+:16](=[O:17])[O-:18])[cH:14][c:15]23)[cH:22][cH:23][c:24]1[F:25]. The reactants are C(C1=CC=CC=C1)(=O)ON1C(C(C1)NC(CC1=CC=CC=C1)=O)=O (N-benzoyloxy-3-(phenylacetylamino)-2-azetidinone), C([O-])([O-])=O.[Na+].[Na+] (sodium carbonate). The solvent is CO (methyl alcohol). The product is ON1C(C(C1)NC(CC1=CC=CC=C1)=O)=O (N-Hydroxy-3-phenylacetamido-2-azetidinone). As a reaction SMILES: C([O:9][N:10]1[CH2:13][CH:12]([NH:14][C:15](=[O:23])[CH2:16][C:17]2[CH:22]=[CH:21][CH:20]=[CH:19][CH:18]=2)[C:11]1=[O:24])(=O)C1C=CC=CC=1.C(=O)([O-])[O-].[Na+].[Na+]>CO>[OH:9][N:10]1[CH2:13][CH:12]([NH:14][C:15](=[O:23])[CH2:16][C:17]2[CH:22]=[CH:21][CH:20]=[CH:19][CH:18]=2)[C:11]1=[O:24] |f:1.2.3|. Procedure details: The N-benzoyloxy-3-(phenylacetylamino)-2-azetidinone is subjected to solvolysis with sodium carbonate in aqueous methyl alcohol by following the conditions described by Example 3 to provide the title compound.